From a dataset of the Open Reaction Database (ORD), a public repository of structured organic reaction records. describe an organic reaction: reactants, conditions, products, and yield The reactants are CC(=O)NC1CC(C)(C)c2ccc([N+](=O)[O-])cc2NC1=O, CNC(=O)c1sccc1Nc1nc(Cl)ncc1Cl. The product is CNC(=O)c1sccc1Nc1nc(Nc2ccc3c(c2)NC(=O)C(NC(C)=O)CC3(C)C)ncc1Cl. Reaction SMILES: [CH3:1][C:2]1([CH3:21])[CH2:3][CH:4]([NH:17][C:18]([CH3:19])=[O:20])[C:5](=[O:16])[NH:6][c:7]2[c:8]1[cH:9][cH:10][c:11]([N+:13]([O-:14])=[O:15])[cH:12]2.[CH3:22][NH:23][C:24](=[O:25])[c:26]1[s:27][cH:28][cH:29][c:30]1[NH:31][c:32]1[n:33][c:34]([Cl:39])[n:35][cH:36][c:37]1[Cl:38]>>[CH3:1][C:2]1([CH3:21])[CH2:3][CH:4]([NH:17][C:18]([CH3:19])=[O:20])[C:5](=[O:16])[NH:6][c:7]2[c:8]1[cH:9][cH:10][c:11]([NH:13][c:34]1[n:33][c:32]([NH:31][c:30]3[c:26]([C:24]([NH:23][CH3:22])=[O:25])[s:27][cH:28][cH:29]3)[c:37]([Cl:38])[cH:36][n:35]1)[cH:12]2. The reactants are Cl (hydrochloric acid), C[O-].[Na+] (sodium methoxide), C(C)(=O)O.C(=N)N (formamidine acetate), C(CC)(=O)CC(=O)OC (methyl propionylacetate). Solvent: CO (methanol), CO (methanol). Conditions: time 8 hour. Yields the product C(C)C1=CC(NC=N1)=O (6-Ethylpyrimidin-4(3H)-one). Reaction SMILES: C[O-].[Na+].C(O)(=O)C.[CH:8]([NH2:10])=[NH:9].[C:11]([CH2:15][C:16](OC)=[O:17])(=O)[CH2:12][CH3:13].Cl>CO>[CH2:12]([C:11]1[N:10]=[CH:8][NH:9][C:16](=[O:17])[CH:15]=1)[CH3:13] |f:0.1,2.3|. Reported procedure: To a solution of sodium methoxide (4.19 kg, 77.6 mol) and formamidine acetate (3.0 kg, 28.8 mol) in methanol (45 L) at 5°-10° C. was added slowly a solution of methyl propionylacetate (2.5 kg, 19.2 mol) in methanol (10 L) maintaining the temperature below 20° C. throughout the addition. The resulting mixture was stirred at room temperature overnight after which time the pH was adjusted to 7 by the addition of concentrated hydrochloric acid. The reaction mixture was concentrated under reduced pre... Reported procedure: 3.50 g (11.81 mmol) of (4-acetylsulfanyl-2-methyl-phenoxy)-acetic acid tert-butyl ester (example 4A]) and 1.97 ml (17.71 mmol) of propargyl bromide were dissolved in 60 ml of acetonitrile and 3 ml of MeOH and treated with 6.62 g (14.17 mmol) Cs2CO3. After vigorous stirring for 3 h at ambient temperature and filtration, the solvent was evaporated and the residue redissolved in EtOAc. The organic phase was washed with aqueous 1N NaOH (two times) and aqueous 10% NaCl. After extraction of the water ... Starting materials: C(C)(C)(C)OC(COC1=C(C=C(C=C1)SC(C)=O)C)=O ((4-acetylsulfanyl-2-methyl-phenoxy)-acetic acid tert-butyl ester), C(C#C)Br (propargyl bromide), CO (MeOH), C(=O)([O-])[O-].[Cs+].[Cs+] (Cs2CO3). Reaction SMILES: [C:1]([O:5][C:6](=[O:20])[CH2:7][O:8][C:9]1[CH:14]=[CH:13][C:12]([S:15][C:16](=O)[CH3:17])=[CH:11][C:10]=1[CH3:19])([CH3:4])([CH3:3])[CH3:2].[CH2:21](Br)C#C.CO.C([O-])([O-])=O.[Cs+].[Cs+]>C(#N)C>[C:1]([O:5][C:6](=[O:20])[CH2:7][O:8][C:9]1[CH:14]=[CH:13][C:12]([S:15][CH2:16][C:17]#[CH:21])=[CH:11][C:10]=1[CH3:19])([CH3:4])([CH3:3])[CH3:2] |f:3.4.5|. Yield: 100.8%. Run in C(C)#N (acetonitrile). Product: C(C)(C)(C)OC(COC1=C(C=C(C=C1)SCC#C)C)=O ((2-Methyl-4-prop-2-ynylsulfanyl-phenoxy)-acetic acid tert-butyl ester). Reaction conditions: time 3 hour. Reactants: O.[S-2].[Na+].[Na+] (sodium sulfide monohydrate), resultant solution, Cl (hydrochloric acid), ClC1=CC(=C(C=C1)[N+](=O)[O-])C(F)(F)F (4-chloro-2-trifluoromethylnitrobenzene), CC(=O)C (acetone). Solvent: O (water). Run at time 2 hour. Product: [N+](=O)([O-])C1=C(C=C(C=C1)S)C(F)(F)F (4-Nitro-3-trifluoromethylbenzenethiol). RXN SMILES: O.[S-2:2].[Na+].[Na+].Cl[C:6]1[CH:11]=[CH:10][C:9]([N+:12]([O-:14])=[O:13])=[C:8]([C:15]([F:18])([F:17])[F:16])[CH:7]=1.CC(C)=O.Cl>O>[N+:12]([C:9]1[CH:10]=[CH:11][C:6]([SH:2])=[CH:7][C:8]=1[C:15]([F:18])([F:17])[F:16])([O-:14])=[O:13] |f:0.1.2.3|. Reported procedure: A stirred solution of sodium sulfide monohydrate 65.4 g. (0.276 moles) in 1 liter of water is treated with 50 g. (0.222 moles) of 4-chloro-2-trifluoromethylnitrobenzene in 500 ml. of acetone over 11/2 hour. The reaction mixture is stirred for 141/2 hours and the resultant solution treated with 25 ml. of concentrated hydrochloric acid. An oil separates from the reaction mixture which is dissolved in 200 ml. of ether, washed with water and extracted with 2.5 N sodium hydroxide solution. The aqueou... The reactants are P(=O)([O-])([O-])[O-] (phosphate), S(=O)(=O)([O-])[O-].[NH4+].[NH4+] (ammonium sulfate), CSC=1C(C(C(C1)C=CC(CCCCC)O)=CCCCCCC(=O)OC)=O (2-methylthio-5-(6-methoxycarbonylhexylidene)-4-(3-hydroxy-1-octenyl)-2-cyclopentenone), Cl (hydrochloric acid). Solvent: CC(=O)C (acetone), C(C)(=O)OCC (ethyl acetate). Yields the product CSC=1C(C(C(C1)C=CC(CCCCC)O)=CCCCCCC(=O)O)=O (2-methylthio-5-(6-carboxyhexylidene)-4-(3-hydroxy-1-octenyl)-2-cyclopentenone). The yield is 58.0%. As a reaction SMILES: [CH3:1][S:2][C:3]1[C:4](=[O:27])[C:5](=[CH:17][CH2:18][CH2:19][CH2:20][CH2:21][CH2:22][C:23]([O:25]C)=[O:24])[CH:6]([CH:8]=[CH:9][CH:10]([OH:16])[CH2:11][CH2:12][CH2:13][CH2:14][CH3:15])[CH:7]=1.P([O-])([O-])([O-])=O.Cl.S([O-])([O-])(=O)=O.[NH4+].[NH4+]>CC(C)=O.C(OCC)(=O)C>[CH3:1][S:2][C:3]1[C:4](=[O:27])[C:5](=[CH:17][CH2:18][CH2:19][CH2:20][CH2:21][CH2:22][C:23]([OH:25])=[O:24])[CH:6]([CH:8]=[CH:9][CH:10]([OH:16])[CH2:11][CH2:12][CH2:13][CH2:14][CH3:15])[CH:7]=1 |f:3.4.5|. Procedure: To a solution of 345 mg of 2-methylthio-5-(6-methoxycarbonylhexylidene)-4-(3-hydroxy-1-octenyl)-2-cyclopentenone obtained in Example 34 dissolved in 20 ml of acetone was added 220 ml of 0.1M phosphate buffer of pH 8. While the mixture was stirred, 24 mg of pig liver esterase was added thereto, and the mixture was stirred at 30-35° C. for 150 hours. After the pH was adjusted to 4 with 0.1N hydrochloric acid, ammonium sulfate was added to saturation and ethyl acetate was added, followed by filtrat...